Task: describe an organic reaction: reactants, conditions, products, and yield. Dataset: the Open Reaction Database (ORD), a public repository of structured organic reaction records The reactants are OC1=CC=C(C=C1)CC(=O)O (4-hydroxyphenylacetic acid), [OH-].[Na+] (sodium hydroxide), BrCC=1C=CC2=C(C(=C(O2)[N+](=O)[O-])C2=CC=CC=C2)C1 (5-bromomethyl-2-nitro-3-phenylbenzofuran). The solvent is C(C)O (ethanol). Procedure: To a mixture of 1 g. (0.0066 mole) of 4-hydroxyphenylacetic acid and 0.53 g. of sodium hydroxide in 100 ml. of ethanol is added 2 g. (0.006 mole) of 5-bromomethyl-2-nitro-3-phenylbenzofuran, and the mixture is heated at its reflux temperature for 16 hours. The reaction mixture is evaporated to provide a residue which is extracted thoroughly with chloroform. The residue is separated from chloroform and dissolved in water. The water is acidified to pH 3. The precipitate is separated by filtration,... The product is [N+](=O)([O-])C=1OC2=C(C1C1=CC=CC=C1)C=C(C=C2)COC2=CC=C(C=C2)CC(=O)O (4-[(2-nitro-3-phenylbenzofuran-5-yl)methoxy]phenylacetic acid). As a reaction SMILES: [OH:1][C:2]1[CH:7]=[CH:6][C:5]([CH2:8][C:9]([OH:11])=[O:10])=[CH:4][CH:3]=1.[OH-].[Na+].Br[CH2:15][C:16]1[CH:17]=[CH:18][C:19]2[O:23][C:22]([N+:24]([O-:26])=[O:25])=[C:21]([C:27]3[CH:32]=[CH:31][CH:30]=[CH:29][CH:28]=3)[C:20]=2[CH:33]=1>C(O)C>[N+:24]([C:22]1[O:23][C:19]2[CH:18]=[CH:17][C:16]([CH2:15][O:1][C:2]3[CH:3]=[CH:4][C:5]([CH2:8][C:9]([OH:11])=[O:10])=[CH:6][CH:7]=3)=[CH:33][C:20]=2[C:21]=1[C:27]1[CH:32]=[CH:31][CH:30]=[CH:29][CH:28]=1)([O-:26])=[O:25] |f:1.2|. Starting materials: C(C)N(C\C=C/C1=C(C=CC(=C1)F)S(=O)(=O)NC1=C(C=2CC3N(C2C=C1)CCC3)C(=O)OC)CC (methyl 7-[2-((Z)-3-diethylaminoprop-1-enyl)-4-fluorobenzenesulfonylamino]-2,3,9,9a-tetrahydro-1H-pyrrolo[1,2-a]indole-8-carboxylate), C(C)N(C\C=C/C1=C(C=CC(=C1)F)S(=O)(=O)NC1=C(C=2CC3N(C2C=C1)CCC3)C(=O)OC)CC (methyl 7-[2-((Z)-3-diethylaminoprop-1-enyl)-4-fluorobenzenesulfonylamino]-2,3,9,9a-tetrahydro-1H-pyrrolo[1,2-a]indole-8-carboxylate), O.[OH-].[Li+] (lithium hydroxide monohydrate), C(=O)O (formic acid). Solvent: O1CCOCC1 (dioxane), O (water), CO (methanol). The product is C(C)N(C\C=C/C1=C(C=CC(=C1)F)S(=O)(=O)NC1=C(C=2CC3N(C2C=C1)CCC3)C(=O)O)CC (7-[2-((Z)-3-diethylaminoprop-1-enyl)-4-fluorobenzenesulfonyl-amino]-2,3,9,9a-tetrahydro-1H-pyrrolo[1,2-a]indole-8-carboxylic acid). The yield is 29.8%. As a reaction SMILES: [CH2:1]([N:3]([CH2:34][CH3:35])[CH2:4]/[CH:5]=[CH:6]\[C:7]1[CH:12]=[C:11]([F:13])[CH:10]=[CH:9][C:8]=1[S:14]([NH:17][C:18]1[CH:26]=[CH:25][C:24]2[N:23]3[CH2:27][CH2:28][CH2:29][CH:22]3[CH2:21][C:20]=2[C:19]=1[C:30]([O:32]C)=[O:31])(=[O:16])=[O:15])[CH3:2].O.[OH-].[Li+].C(O)=O>O1CCOCC1.O.CO>[CH2:34]([N:3]([CH2:1][CH3:2])[CH2:4]/[CH:5]=[CH:6]\[C:7]1[CH:12]=[C:11]([F:13])[CH:10]=[CH:9][C:8]=1[S:14]([NH:17][C:18]1[CH:26]=[CH:25][C:24]2[N:23]3[CH2:27][CH2:28][CH2:29][CH:22]3[CH2:21][C:20]=2[C:19]=1[C:30]([OH:32])=[O:31])(=[O:15])=[O:16])[CH3:35] |f:1.2.3|. Procedure details: A mixture of methyl 7-[2-((Z)-3-diethylaminoprop-1-enyl)-4-fluorobenzenesulfonylamino]-2,3,9,9a-tetrahydro-1H-pyrrolo[1,2-a]indole-8-carboxylate (Intermediate 27, 0.311 g) and lithium hydroxide monohydrate (0.526 g) in dioxane (10 mL) and water (2.5 mL) was irradiated in the microwave at 135° C. for 45 minutes. After cooling, the mixture was diluted with methanol and acidified with formic acid. The mixture was concentrated in vacuo and the residue was diluted with ethanol and toluene and again c... Reactants: CNN (methylhydrazine), C1(CC1)C=1N(N=C2C1CN(CC2)C(=O)OC(C)(C)C)C (tert-butyl 3-cyclopropyl-2-methyl-2,4,6,7-tetrahydro-5H-pyrazolo[4,3-c]pyridine-5-carboxylate). Solvent: CO (methanol). Product: C1(CC1)C1=NN(C2=C1CN(CC2)C(=O)OC(C)(C)C)C (tert-butyl 3-cyclopropyl-1-methyl-1,4,6,7-tetrahydro-5H-pyrazolo[4,3-c]pyridine-5-carboxylate). Reaction SMILES: [CH3:1]NN.[CH:4]1([C:7]2[N:8](C)[N:9]=[C:10]3[CH2:15][CH2:14][N:13]([C:16]([O:18][C:19]([CH3:22])([CH3:21])[CH3:20])=[O:17])[CH2:12][C:11]=23)[CH2:6][CH2:5]1>CO>[CH:4]1([C:7]2[C:11]3[CH2:12][N:13]([C:16]([O:18][C:19]([CH3:22])([CH3:21])[CH3:20])=[O:17])[CH2:14][CH2:15][C:10]=3[N:9]([CH3:1])[N:8]=2)[CH2:6][CH2:5]1. Procedure details: To a solution of C28 (100 g, 0.374 mol) in methanol (1.2 L) was added methylhydrazine (40% solution in water, 47.4 g, 0.411 mol). The reaction mixture was heated at reflux for 2 hours, then concentrated to dryness. Purification via silica gel chromatography (Gradient: 5% to 9% ethyl acetate in petroleum ether) provided a mixture of product C49 and tert-butyl 3-cyclopropyl-2-methyl-2,4,6,7-tetrahydro-5H-pyrazolo[4,3-c]pyridine-5-carboxylate (C50). LCMS m/z 278.0 [M+H]+. Separation via supercritic... Starting materials: NC(=O)OC(C(C(C(CC(=CC(C(C(C=CC(CC(C(C(C(C(=O)N(C)OC)C)O[Si](C)(C)C(C)(C)C)C)=O)O)C)O[Si](C)(C)C(C)(C)C)C)C)C)O[Si](C)(C)C(C)(C)C)C)C(COCC1=CC=CC=C1)C (19-[(aminocarbonyl)oxy]-3,11,17-tris[[(1,1-dimethylethyl)dimethylsilyl]oxy]-7-hydroxy-N-methoxy-N,2,4,10,12,14,16,18,20-nonamethyl-5-oxo-21-(phenylmethoxy)-8,13-heneicosadienamide), C(Cl)Cl (CH2Cl2), C(C)(=O)O[BH-](OC(C)=O)OC(C)=O.C[N+](C)(C)C (tetramethylammonium triacetoxyborohydride), [C@@H]([C@H](C(=O)[O-])O)(C(=O)[O-])O.[Na+].[K+] (Rochelle's salt). The solvent is CC#N (MeCN), CC#N.CC(=O)O (MeCN HOAc). Reaction conditions: temperature -30 celsius, time 14 hour. Product: NC(=O)O[C@H]([C@H]([C@@H]([C@H](C\C(=C/[C@@H]([C@H]([C@H](\C=C/[C@H](C[C@@H]([C@@H]([C@@H]([C@H](C(=O)N(C)OC)C)O[Si](C)(C)C(C)(C)C)C)O)O)C)O[Si](C)(C)C(C)(C)C)C)\C)C)O[Si](C)(C)C(C)(C)C)C)[C@H](COCC1=CC=CC=C1)C ((2R,3S,4S,5S,7S,8Z, 10S,11S,12S,13Z,16S,17R,18R,19S,20S)-19-[(aminocarbonyl)oxy]-3,11,17-tris[[(1,1-dimethylethyl)dimethylsilyl]oxy]-5,7-dihydroxy-N-methoxy-N,2,4,10,12,14,16,18,20-nonamethyl-21-(phenylmethoxy)-8,13-heneicosadienamide). Yield: 75.1%. RXN SMILES: C(O[BH-](OC(=O)C)OC(=O)C)(=O)C.C[N+](C)(C)C.[NH2:19][C:20]([O:22][CH:23]([CH:80]([CH3:90])[CH2:81][O:82][CH2:83][C:84]1[CH:89]=[CH:88][CH:87]=[CH:86][CH:85]=1)[CH:24]([CH3:79])[CH:25]([O:71][Si:72]([C:75]([CH3:78])([CH3:77])[CH3:76])([CH3:74])[CH3:73])[CH:26]([CH3:70])[CH2:27][C:28]([CH3:69])=[CH:29][CH:30]([CH3:68])[CH:31]([O:60][Si:61]([C:64]([CH3:67])([CH3:66])[CH3:65])([CH3:63])[CH3:62])[CH:32]([CH3:59])[CH:33]=[CH:34][CH:35]([OH:58])[CH2:36][C:37](=[O:57])[CH:38]([CH3:56])[CH:39]([O:48][Si:49]([C:52]([CH3:55])([CH3:54])[CH3:53])([CH3:51])[CH3:50])[CH:40]([CH3:47])[C:41]([N:43]([O:45][CH3:46])[CH3:44])=[O:42])=[O:21].[C@H](O)(C([O-])=O)[C@@H](O)C([O-])=O.[Na+].[K+].C(Cl)Cl>CC#N.CC(O)=O.CC#N>[NH2:19][C:20]([O:22][C@@H:23]([C@@H:80]([CH3:90])[CH2:81][O:82][CH2:83][C:84]1[CH:89]=[CH:88][CH:87]=[CH:86][CH:85]=1)[C@@H:24]([CH3:79])[C@H:25]([O:71][Si:72]([C:75]([CH3:78])([CH3:77])[CH3:76])([CH3:73])[CH3:74])[C@@H:26]([CH3:70])[CH2:27]/[C:28](/[CH3:69])=[CH:29]\[C@H:30]([CH3:68])[C@@H:31]([O:60][Si:61]([C:64]([CH3:65])([CH3:66])[CH3:67])([CH3:63])[CH3:62])[C@@H:32]([CH3:59])/[CH:33]=[CH:34]\[C@@H:35]([OH:58])[CH2:36][C@H:37]([OH:57])[C@H:38]([CH3:56])[C@H:39]([O:48][Si:49]([C:52]([CH3:55])([CH3:54])[CH3:53])([CH3:50])[CH3:51])[C@@H:40]([CH3:47])[C:41]([N:43]([O:45][CH3:46])[CH3:44])=[O:42])=[O:21] |f:0.1,3.4.5,7.8|. Procedure details: A solution of tetramethylammonium triacetoxyborohydride (263 mg, 1 mmol, 10 eq) in MeCN/HOAc(1:1, 1.1 mL) is stirred for 1 h at 23° C. and cooled to −30° C. A solution of (2R,3S,4R,7S,8Z,10S, 11S,12S,13Z, 16S,17R,18R, 19S,20S)-19-[(aminocarbonyl)oxy]-3,11,17-tris[[(1,1-dimethylethyl)dimethylsilyl]oxy]-7-hydroxy-N-methoxy-N,2,4,10,12,14,16,18,20-nonamethyl-5-oxo-21-(phenylmethoxy)-8,13-heneicosadienamide (103 mg, 0.1 mmol)in MeCN (1 mL) is added dropwise. The mixture is stirred for 14 h at −30° C... Starting materials: C=CC(=O)OCC, CC(=O)N1CCNCC1, C1CCOC1. The product is CCOC(=O)CCN1CCN(C(C)=O)CC1. As a reaction SMILES: [C:10]([CH:11]=[CH2:12])(=[O:13])[O:14][CH2:15][CH3:16].[C:1]([CH3:2])(=[O:3])[N:4]1[CH2:5][CH2:6][NH:7][CH2:8][CH2:9]1.[CH2:17]1[O:18][CH2:19][CH2:20][CH2:21]1>>[C:1]([CH3:2])(=[O:3])[N:4]1[CH2:5][CH2:6][N:7]([CH2:12][CH2:11][C:10](=[O:13])[O:14][CH2:15][CH3:16])[CH2:8][CH2:9]1. The yield is 56.0%. Yields the product BrC=1C=NC(=NC1)C#CC=1C(=NOC1C)C1=CC=CC=C1 (5-Bromo-2-(5-methyl-3-phenyl-isoxazol-4-ylethynyl)-pyrimidine). Reaction SMILES: [C:1]([C:3]1[C:4]([C:9]2[CH:14]=[CH:13][CH:12]=[CH:11][CH:10]=2)=[N:5][O:6][C:7]=1[CH3:8])#[CH:2].[Br:15][C:16]1[CH:17]=[N:18][C:19](I)=[N:20][CH:21]=1>>[Br:15][C:16]1[CH:17]=[N:18][C:19]([C:2]#[C:1][C:3]2[C:4]([C:9]3[CH:14]=[CH:13][CH:12]=[CH:11][CH:10]=3)=[N:5][O:6][C:7]=2[CH3:8])=[N:20][CH:21]=1. Reactants: C(#C)C=1C(=NOC1C)C1=CC=CC=C1 (4-ethynyl-5-methyl-3-phenyl-isoxazole), BrC=1C=NC(=NC1)I (5-bromo-2-iodo-pyrimidine). Procedure details: As described for example 11c, 4-ethynyl-5-methyl-3-phenyl-isoxazole (55 mg, 0.30 mmol) was converted (using 5-bromo-2-iodo-pyrimidine instead of 2-chloro-4-iodopyridine) to the title compound (SiO2, heptane:ethyl acetate=95:5 to 0:100, 58 mg, 56%) which was obtained as a light yellow solid. MS: m/e=341.9 [M+H]+. The reactants are Cl (Hydrogen chloride), Cl[C@]12[C@@H](C[C@H]3[C@@H]4C[C@H]([C@@H]([C@@]4(C)CC[C@@H]3[C@]2(CC[C@@H](C1)O)C)NC)O)Cl (5α,6β-dichloro-17β-methylamino-5α-androstane-3β,16α-diol), CC(=O)C (acetone). The solvent is CO (methanol), C(Cl)(Cl)Cl (chloroform). Yields the product Cl.Cl[C@]12[C@@H](C[C@H]3[C@@H]4C[C@H]([C@@H]([C@@]4(C)CC[C@@H]3[C@]2(CC[C@@H](C1)O)C)NC)O)Cl (5α,6β-dichloro-17β-methylamino-5α-androstane-3β,16α-diol hydrochloride). Yield: 190.5%. As a reaction SMILES: Cl.[Cl:2][C@:3]12[CH2:20][C@@H:19]([OH:21])[CH2:18][CH2:17][C@:16]1([CH3:22])[C@@H:15]1[C@H:6]([C@H:7]3[C@@:11]([CH2:13][CH2:14]1)([CH3:12])[C@@H:10]([NH:23][CH3:24])[C@H:9]([OH:25])[CH2:8]3)[CH2:5][C@H:4]2[Cl:26].CC(C)=O>CO.C(Cl)(Cl)Cl>[ClH:2].[Cl:2][C@:3]12[CH2:20][C@@H:19]([OH:21])[CH2:18][CH2:17][C@:16]1([CH3:22])[C@@H:15]1[C@H:6]([C@H:7]3[C@@:11]([CH2:13][CH2:14]1)([CH3:12])[C@@H:10]([NH:23][CH3:24])[C@H:9]([OH:25])[CH2:8]3)[CH2:5][C@H:4]2[Cl:26] |f:5.6|. Procedure: Hydrogen chloride gas has passed through a solution of 5α,6β-dichloro-17β-methylamino-5α-androstane-3β,16α-diol (7.2 g) in methanol (15 ml) and chloroform (72 ml), giving a colourless precipitate. Evaporation of the solvent gave a colourless residue which was heated with acetone, filtered, and dried in vacuo to give 5α,6β-dichloro-17β-methylamino-5α-androstane-3β,16α-diol hydrochloride as prisms (7.5 g), m.p.>210° C. (decomp.), [α]D -57.1° (c 1.1 in EtOH).